Dataset: the Open Reaction Database (ORD), a public repository of structured organic reaction records. Task: describe an organic reaction: reactants, conditions, products, and yield The reactants are C1(=CC=C(C=C1)S(=O)(=O)Cl)C (p-toluenesulphonic acid chloride), COC1=CC=C2CCC(CC2=C1)CO (7-methoxy-1,2,3,4-tetrahydro-naphthalene-2-methanol). The solvent is ice water, N1=CC=CC=C1 (pyridine). Run at time 1 hour. Product: COC1=CC=C2CCC(CC2=C1)COS(=O)(=O)C1=CC=C(C=C1)C (p-toluenesulphonic acid (7-methoxy-1,2,3,4-tetrahydro-naphth-2-ylmethyl) ester). As a reaction SMILES: [C:1]1([CH3:11])[CH:6]=[CH:5][C:4]([S:7](Cl)(=[O:9])=[O:8])=[CH:3][CH:2]=1.[CH3:12][O:13][C:14]1[CH:23]=[C:22]2[C:17]([CH2:18][CH2:19][CH:20]([CH2:24][OH:25])[CH2:21]2)=[CH:16][CH:15]=1>N1C=CC=CC=1>[CH3:12][O:13][C:14]1[CH:23]=[C:22]2[C:17]([CH2:18][CH2:19][CH:20]([CH2:24][O:25][S:7]([C:4]3[CH:5]=[CH:6][C:1]([CH3:11])=[CH:2][CH:3]=3)(=[O:9])=[O:8])[CH2:21]2)=[CH:16][CH:15]=1. Procedure: 20.96 g (110 mmol) of p-toluenesulphonic acid chloride are added at room temperature, while stirring, to a solution of 19.2 g (100 mmol) of 7-methoxy-1,2,3,4-tetrahydro-naphthalene-2-methanol in 80 ml of absolute pyridine, the slightly exothermic reaction being maintained at room temperature with an ice bath. The reaction mixture is stirred at room temperature for 1 hour to complete the reaction and is then diluted with ice-water and extracted with diethyl ether. The organic phase is washed whil... The reactants are C(C)(=O)OCC1=C(C(=C(N1)C(=O)OCC1=CC=CC=C1)C)CC(=O)OCC (Benzyl 5-(acetoxymethyl)-4-ethoxycarbonylmethyl-3-methylpyrrole-2-carboxylate), O.C1(=CC=C(C=C1)S(=O)(=O)O)C (p-toluenesulfonic acid monohydrate), C(C)C1=CNC=C1CC (3,4-Diethylpyrrole), ( 7 ). Run in C(C)O (ethanol). Yields the product C(C1=CC=CC=C1)OC(=O)C1=C(C(=C(N1)CC=1NC(=C(C1CC)CC)CC=1NC(=C(C1CC(=O)OCC)C)C(=O)OCC1=CC=CC=C1)CC(=O)OCC)C (2,5-Bis-(5-benzyloxycarbonyl-3-ethoxycarbonylmethyl -4-methylpyrrol-2-ylmethyl)-3,4-diethylpyrrole), powder. The yield is 50.0%. As a reaction SMILES: [CH2:1]([C:3]1[C:7]([CH2:8][CH3:9])=[CH:6][NH:5][CH:4]=1)[CH3:2].C(O[CH2:14][C:15]1[NH:19][C:18]([C:20]([O:22][CH2:23][C:24]2[CH:29]=[CH:28][CH:27]=[CH:26][CH:25]=2)=[O:21])=[C:17]([CH3:30])[C:16]=1[CH2:31][C:32]([O:34][CH2:35][CH3:36])=[O:33])(=O)C.[OH2:37].[C:38]1([CH3:48])[CH:43]=[CH:42][C:41](S(O)(=O)=O)=[CH:40][CH:39]=1>C(O)C>[CH2:48]([O:37][C:20]([C:18]1[NH:19][C:15]([CH2:14][C:4]2[NH:5][C:6]([CH2:14][C:15]3[NH:19][C:18]([C:20]([O:22][CH2:23][C:24]4[CH:29]=[CH:28][CH:27]=[CH:26][CH:25]=4)=[O:21])=[C:17]([CH3:30])[C:16]=3[CH2:31][C:32]([O:34][CH2:35][CH3:36])=[O:33])=[C:7]([CH2:8][CH3:9])[C:3]=2[CH2:1][CH3:2])=[C:16]([CH2:31][C:32]([O:34][CH2:35][CH3:36])=[O:33])[C:17]=1[CH3:30])=[O:21])[C:38]1[CH:43]=[CH:42][CH:41]=[CH:40][CH:39]=1 |f:2.3|. Reported procedure: 3,4-Diethylpyrrole (Sessler, J. L.; Mozaffari, A.; Johnson, M. R. submitted to Organic Syntheses) (7) (0.62 g, 5.0 mmol), benzyl 5-(acetoxymethyl)-3-ethoxycarbonylmethyl-4-methylpyrrole-2-carboxylate (10) (3.94 g, 10.6 mmol), and p-toluenesulfonic acid monohydrate (152 mg) were dissolved in 50 ml of absolute ethanol and heated at reflux for 4 hours under N2. The resulting suspension was reduced in volume to 30 ml and placed in the freezer for several hours. The product was then collected by filt... Starting materials: COC1=CC=C(CNC2=NC=CC3=C(C=CC=C23)NC2CCN(CC2)C(=O)OC(C)(C)C)C=C1 (4-[1-(4-methoxybenzyl)amino-5-isoquinolyl]amino-1-(tert-butoxycarbonyl)piperidine). The solvent is FC(C(=O)O)(F)F (trifluoroacetic acid). Conditions: time 1 hour. The product is NC1=NC=CC2=C(C=CC=C12)NC1CCN(CC1)C(=O)OC(C)(C)C (4-(1-amino-5-isoquinolyl)amino-1-(tert-butoxycarbonyl)piperidine). Yield: 99.6%. RXN SMILES: COC1C=CC(C[NH:8][C:9]2[C:18]3[C:13](=[C:14]([NH:19][CH:20]4[CH2:25][CH2:24][N:23]([C:26]([O:28][C:29]([CH3:32])([CH3:31])[CH3:30])=[O:27])[CH2:22][CH2:21]4)[CH:15]=[CH:16][CH:17]=3)[CH:12]=[CH:11][N:10]=2)=CC=1>FC(F)(F)C(O)=O>[NH2:8][C:9]1[C:18]2[C:13](=[C:14]([NH:19][CH:20]3[CH2:25][CH2:24][N:23]([C:26]([O:28][C:29]([CH3:32])([CH3:31])[CH3:30])=[O:27])[CH2:22][CH2:21]3)[CH:15]=[CH:16][CH:17]=2)[CH:12]=[CH:11][N:10]=1. Procedure: A solution of Intermediate 132 (270 mg) in 95% trifluoroacetic acid (5 ml) was stirred at 50° C. for 16 hours, and the solvent was evaporated under reduced pressure. The residue was added with dioxane (3 ml), 2 N aqueous sodium hydroxide (1 ml) and 2 di-t-butyl dicarbonate (393 mg) and stirred at room temperature for 1 hour. The solvent was evaporated under reduced pressure, and then the residue was purified by silica gel column chromatography (n-hexane:ethyl acetate:isopropylamine=5:5:1) to obt...